This data is from the Open Reaction Database (ORD), a public repository of structured organic reaction records. The task is: describe an organic reaction: reactants, conditions, products, and yield Starting materials: BrC=1C=C2C=NN=C(C2=CC1)SCC (6-bromo-1-(ethylthio)phthalazine), C1(CC1)NC(C1=CC(=C(C=C1)C)B1OC(C(O1)(C)C)(C)C)=O (N-cyclopropyl-4-methyl-3-(4,4,5,5-tetramethyl-1,3,2-dioxaborolan-2-yl)benzamide), aqueous solution, C([O-])([O-])=O.[K+].[K+] (potassium carbonate). Reagents/catalysts: [Pd].C1(=CC=CC=C1)P(C1=CC=CC=C1)C1=CC=CC=C1.C1(=CC=CC=C1)P(C1=CC=CC=C1)C1=CC=CC=C1.C1(=CC=CC=C1)P(C1=CC=CC=C1)C1=CC=CC=C1.C1(=CC=CC=C1)P(C1=CC=CC=C1)C1=CC=CC=C1 (tetrakis(triphenylphosphine) palladium(0)). Solvent: COCCOC.CCO (DME EtOH), C(C)(=O)OCC (ethyl acetate). Reaction conditions: temperature 90 celsius. Product: C1(CC1)NC(C1=CC(=C(C=C1)C)C=1C=C2C=NN=C(C2=CC1)SCC)=O (N-cyclopropyl-3-(1-(ethylthio)phthalazin-6-yl)-4-methylbenzamide). As a reaction SMILES: Br[C:2]1[CH:3]=[C:4]2[C:9](=[CH:10][CH:11]=1)[C:8]([S:12][CH2:13][CH3:14])=[N:7][N:6]=[CH:5]2.[CH:15]1([NH:18][C:19](=[O:36])[C:20]2[CH:25]=[CH:24][C:23]([CH3:26])=[C:22](B3OC(C)(C)C(C)(C)O3)[CH:21]=2)[CH2:17][CH2:16]1.C(=O)([O-])[O-].[K+].[K+]>COCCOC.CCO.C(OCC)(=O)C.[Pd].C1(P(C2C=CC=CC=2)C2C=CC=CC=2)C=CC=CC=1.C1(P(C2C=CC=CC=2)C2C=CC=CC=2)C=CC=CC=1.C1(P(C2C=CC=CC=2)C2C=CC=CC=2)C=CC=CC=1.C1(P(C2C=CC=CC=2)C2C=CC=CC=2)C=CC=CC=1>[CH:15]1([NH:18][C:19](=[O:36])[C:20]2[CH:25]=[CH:24][C:23]([CH3:26])=[C:22]([C:2]3[CH:3]=[C:4]4[C:9](=[CH:10][CH:11]=3)[C:8]([S:12][CH2:13][CH3:14])=[N:7][N:6]=[CH:5]4)[CH:21]=2)[CH2:16][CH2:17]1 |f:2.3.4,5.6,8.9.10.11.12|. Reported procedure: A mixture of 6-bromo-1-(ethylthio)phthalazine (1.87 g), N-cyclopropyl-4-methyl-3-(4,4,5,5-tetramethyl-1,3,2-dioxaborolan-2-yl)benzamide (0.3 g, 0.9 mmol), and tetrakis(triphenylphosphine) palladium(0) (0.05 g, 0.05 mmol) in DME/EtOH (4:1) (5 mL) was treated with the 2 M aqueous solution of potassium carbonate (1 mL, 3 mmol). The mixture was heated at 90° C. for 1 h. The mixture was cooled, diluted with ethyl acetate (100 mL), washed with water (3×20 mL), brine 20 mL, dried over anhydrous Na2SO4,... The reactants are C(=O)(OC)C1OC2=C(C(=CC=C2CC1)OCCCCCOC1=C(C(=C(C=C1)CC)O)CCC)CCC (2-carbomethoxy-7-[5-(2-n-propyl-3-hydroxy-4-ethylphenoxy)pentoxy]-8-n-propylchroman), [OH-].[Na+] (sodium hydroxide). Run in CO (methanol), O (water). Run at time 2 hour. Yields the product C(CC)C1=C(OCCCCCOC2=CC=C3CCC(OC3=C2CCC)C(=O)O)C=CC(=C1O)CC (7-[5-(2-n-propyl-3-hydroxy-4-ethylphenoxy)pentoxy]-8-n-propylchroman-2-carboxylic acid). Yield: 95.7%. Reaction SMILES: [C:1]([CH:5]1[CH2:14][CH2:13][C:12]2[C:7](=[C:8]([CH2:34][CH2:35][CH3:36])[C:9]([O:15][CH2:16][CH2:17][CH2:18][CH2:19][CH2:20][O:21][C:22]3[CH:27]=[CH:26][C:25]([CH2:28][CH3:29])=[C:24]([OH:30])[C:23]=3[CH2:31][CH2:32][CH3:33])=[CH:10][CH:11]=2)[O:6]1)([O:3]C)=[O:2].[OH-].[Na+]>CO.O>[CH2:31]([C:23]1[C:24]([OH:30])=[C:25]([CH2:28][CH3:29])[CH:26]=[CH:27][C:22]=1[O:21][CH2:20][CH2:19][CH2:18][CH2:17][CH2:16][O:15][C:9]1[C:8]([CH2:34][CH2:35][CH3:36])=[C:7]2[C:12]([CH2:13][CH2:14][CH:5]([C:1]([OH:3])=[O:2])[O:6]2)=[CH:11][CH:10]=1)[CH2:32][CH3:33] |f:1.2|. Procedure: 1.26 g (2.5 mmole) of the methyl ester from Example 8 was dissolved in 25 ml of methanol in a single neck 100 ml round bottom flask. Next a solution of 202 mg (5 mmole) of sodium hydroxide in 10 ml water was added. The resulting mixture was stirred with the aid of a magnetic stirring bar for 2 hours at room temperature. The methanol was removed by rotary evaporation and the residue was acidified with dilute hydrochloric acid to pH 2. The acidified solution was extracted three times with 30 ml po... Reactants: O.ON1N=NC2=C1C=CC=C2 (1-hydroxybenzotriazole hydrate), ClC=1C=C(C=CC1Cl)C1(CNCC1)CCO (3-(3,4-dichloro-phenyl)-3-(2-hydroxy-ethyl)-pyrrolidine), Cl.C(C)N=C=NCCCN(C)C (1-ethyl-3-(3-dimethylaminopropyl) carbodiimide hydrochloride), FC=1C=C(C(=O)O)C=C(C1F)F (3,4,5-trifluoro-benzoic acid), C(C)(C)N(C(C)C)CC (N,N-diisopropylethylamine). The solvent is ClCCl (dichloromethane), ClCCl (dichloromethane). Conditions: time 18 hour. The product is ClC=1C=C(C=CC1Cl)C1(CN(CC1)C(C1=CC(=C(C(=C1)F)F)F)=O)CCN1CCC(CC1)(C(=O)N)C1=CC=CC=C1 (1-[2-[3-(3,4-dichloro-phenyl)-1-(3,4,5-trifluoro-benzoyl)-pyrrolidin-3-yl]-ethyl]-4-phenyl-piperidine-4-carboxylic acid amide). RXN SMILES: [Cl:1][C:2]1[CH:3]=[C:4]([C:9]2([CH2:14][CH2:15]O)[CH2:13][CH2:12][NH:11][CH2:10]2)[CH:5]=[CH:6][C:7]=1[Cl:8].[F:17][C:18]1[CH:19]=[C:20]([CH:24]=[C:25]([F:28])[C:26]=1[F:27])[C:21]([OH:23])=O.C([N:32]([CH2:36][CH3:37])[CH:33]([CH3:35])C)(C)C.Cl.C(N=C=N[CH2:44][CH2:45][CH2:46][N:47](C)C)C.[OH2:50].ON1[C:56]2[CH:57]=C[CH:59]=[CH:60][C:55]=2N=N1>ClCCl>[Cl:1][C:2]1[CH:3]=[C:4]([C:9]2([CH2:14][CH2:15][N:32]3[CH2:33][CH2:35][C:45]([C:44]4[CH:59]=[CH:60][CH:55]=[CH:56][CH:57]=4)([C:46]([NH2:47])=[O:50])[CH2:37][CH2:36]3)[CH2:13][CH2:12][N:11]([C:21](=[O:23])[C:20]3[CH:24]=[C:25]([F:28])[C:26]([F:27])=[C:18]([F:17])[CH:19]=3)[CH2:10]2)[CH:5]=[CH:6][C:7]=1[Cl:8] |f:3.4,5.6|. Procedure details: Combine 3-(3,4-dichloro-phenyl)-3-(2-hydroxy-ethyl)-pyrrolidine (286 mg, 1.1 mmol), 3,4,5-trifluoro-benzoic acid (1 mmol), N,N-diisopropylethylamine (0.19 mL, 1.1 mmol), 1-ethyl-3-(3-dimethylaminopropyl) carbodiimide hydrochloride (EDC) (0.21 g, 1.1 mmol), and 1-hydroxybenzotriazole hydrate (HOBT) (0.15 g, 1.1 mmol) in dichloromethane (10 mL). After 18 hour, dilute with dichloromethane and extract with 1M hydrochloric acid solution, 5% sodium bicarbonate solution, and water. Dry the organic laye... The solvent is C(OC)COC (dimethoxyethane), O (water). Product: C(=O)(OC(C)(C)C)N[C@H]([C@H](C[C@H](C(=O)O)CC1=C(C=C(C=C1)F)F)O)CC1=CC=CC=C1 (5(S)-(Boc-amino)-4(S)-hydroxy-6phenyl-2(R)-[(2,4-difluorophenyl)methyl]-hexanoic acid). Starting materials: C(=O)(OC(C)(C)C)N[C@@H](CC1=CC=CC=C1)[C@@H]1C[C@H](C(O1)=O)CC1=C(C=C(C=C1)F)F (5(S)-[1(S)-(Boc-amino)-2-phenylethyl]-3(R)-[(2,4-difluorophenyl)methyl]-dihydrofuran-2-(3H)-one), [OH-].[Li+] (lithium hydroxide), ( I ). Reaction SMILES: [C:1]([NH:8][C@H:9]([C@H:17]1[O:21][C:20](=[O:22])[C@H:19]([CH2:23][C:24]2[CH:29]=[CH:28][C:27]([F:30])=[CH:26][C:25]=2[F:31])[CH2:18]1)[CH2:10][C:11]1[CH:16]=[CH:15][CH:14]=[CH:13][CH:12]=1)([O:3][C:4]([CH3:7])([CH3:6])[CH3:5])=[O:2].[OH-:32].[Li+]>C(COC)OC.O>[C:1]([NH:8][C@@H:9]([CH2:10][C:11]1[CH:16]=[CH:15][CH:14]=[CH:13][CH:12]=1)[C@@H:17]([OH:32])[CH2:18][C@@H:19]([CH2:23][C:24]1[CH:29]=[CH:28][C:27]([F:30])=[CH:26][C:25]=1[F:31])[C:20]([OH:21])=[O:22])([O:3][C:4]([CH3:6])([CH3:5])[CH3:7])=[O:2] |f:1.2|. Procedure: Analogously to Example 1i), 3.1 g (7.18 mmol) of 5(S)-[1(S)-(Boc-amino)-2-phenylethyl]-3(R)-[(2,4-difluorophenyl)methyl]-dihydrofuran-2-(3H)-one in 77 ml of dimethoxyethane and 19 ml of water are hydrolysed with 28.7 ml of 1M lithium hydroxide solution (19 h RT): tRet (I)=14.7 min. Reactants: C1CCOC1, COC(=O)Cc1ccc(Nc2nc3cc(F)ccc3s2)c(Cl)c1, Cl, [Na+], [OH-]. The product is O=C(O)Cc1ccc(Nc2nc3cc(F)ccc3s2)c(Cl)c1. Reaction SMILES: [CH2:26]1[O:27][CH2:28][CH2:29][CH2:30]1.[Cl:1][c:2]1[cH:3][c:4]([CH2:19][C:20](=[O:21])[O:22][CH3:23])[cH:5][cH:6][c:7]1[NH:8][c:9]1[s:10][c:11]2[c:12]([n:13]1)[cH:14][c:15]([F:18])[cH:16][cH:17]2.[ClH:31].[Na+:25].[OH-:24]>>[Cl:1][c:2]1[cH:3][c:4]([CH2:19][C:20](=[O:21])[OH:22])[cH:5][cH:6][c:7]1[NH:8][c:9]1[s:10][c:11]2[c:12]([n:13]1)[cH:14][c:15]([F:18])[cH:16][cH:17]2. The reactants are CC1=C(C(=O)NC2=CC=C(C(=O)Cl)C=C2)C=CC=C1 (4-[(2-methylbenzoyl)amino]benzoyl chloride), C(=O)(N1C=NC=C1)N1C=NC=C1 (1,1'-carbonyldiimidazole), C1=CC=C2N1C1=CC=CC=C1NC2 (4,5-dihydropyrrolo-[1,2-a]-quinoxaline). The solvent is O1CCCC1 (tetrahydrofuran). Reaction conditions: time 1 hour. Product: CC1=C(C(=O)NC2=CC=C(C=C2)C(=O)N2CC=3N(C4=CC=CC=C24)C=CC3)C=CC=C1 (2-Methyl-N-[4-(pyrrolo[1,2-a]quinoxalin-5(4H)-ylcarbonyl)phenyl]benzamide). Yield: 34.4%. Reaction SMILES: [CH3:1][C:2]1[CH:19]=[CH:18][CH:17]=[CH:16][C:3]=1[C:4]([NH:6][C:7]1[CH:15]=[CH:14][C:10]([C:11](Cl)=[O:12])=[CH:9][CH:8]=1)=[O:5].C(N1C=CN=C1)(N1C=CN=C1)=O.[CH:32]1[N:36]2[C:37]3[C:42]([NH:43][CH2:44][C:35]2=[CH:34][CH:33]=1)=[CH:41][CH:40]=[CH:39][CH:38]=3>O1CCCC1>[CH3:1][C:2]1[CH:19]=[CH:18][CH:17]=[CH:16][C:3]=1[C:4]([NH:6][C:7]1[CH:15]=[CH:14][C:10]([C:11]([N:43]2[C:42]3[C:37](=[CH:38][CH:39]=[CH:40][CH:41]=3)[N:36]3[CH:32]=[CH:33][CH:34]=[C:35]3[CH2:44]2)=[O:12])=[CH:9][CH:8]=1)=[O:5]. Procedure: A mixture of 0.51 g of 4-[(2-methylbenzoyl)amino]benzoyl chloride and 0.36 g of 1,1'-carbonyldiimidazole in 6 ml of tetrahydrofuran is stirred at room temperature for 1 hour. To the reaction mixture is added 0.17 g of 4,5-dihydropyrrolo-[1,2-a]-quinoxaline followed by heating at reflux for 60 hours. The volatiles are concentrated in vacuo to a residue which is dissolved in ethyl acetate. The organic layer is washed with 1N HCl, 1M NaHCO3, brine, dried with Na2SO4 and filtered through hydrous mag... Starting materials: C(C=C)OC1=C(OCC(CN[C@H]2CC[C@H](CC2)N2C(NCC2)=O)O)C=CC=C1 (cis-1-(4-[3-(o-allyloxyphenoxy)-2-hydroxypropylamino]-cyclohexyl)-2-imidazolidinone), C=O (formaldehyde), C(=O)O (formic acid), Cl (hydrochloric acid). The solvent is C(C)(C)O (isopropanol). Product: C(C=C)OC1=C(OCC(CN(C)[C@H]2CC[C@H](CC2)N2C(NCC2)=O)O)C=CC=C1 (cis-1-{4-[3-(o-allyloxyphenoxy)-2-hydroxy-N-methyl-propylamino]cyclohexyl}-2imidazolidinone). RXN SMILES: [CH2:1]([O:4][C:5]1[CH:28]=[CH:27][CH:26]=[CH:25][C:6]=1[O:7][CH2:8][CH:9]([OH:24])[CH2:10][NH:11][C@@H:12]1[CH2:17][CH2:16][C@H:15]([N:18]2[CH2:22][CH2:21][NH:20][C:19]2=[O:23])[CH2:14][CH2:13]1)[CH:2]=[CH2:3].C=O.[CH:31](O)=O.Cl>C(O)(C)C>[CH2:1]([O:4][C:5]1[CH:28]=[CH:27][CH:26]=[CH:25][C:6]=1[O:7][CH2:8][CH:9]([OH:24])[CH2:10][N:11]([C@@H:12]1[CH2:17][CH2:16][C@H:15]([N:18]2[CH2:22][CH2:21][NH:20][C:19]2=[O:23])[CH2:14][CH2:13]1)[CH3:31])[CH:2]=[CH2:3]. Procedure details: A mixture of cis-1-(4-[3-(o-allyloxyphenoxy)-2-hydroxypropylamino]-cyclohexyl)-2-imidazolidinone (4.4 g) in 15 ml isopropanol, 37.5% aqueous formaldehyde (0.671 g), and formic acid (2.6 g) is stirred at reflux for 19 hours. The solution is cooled to room temperature, 1 ml concentrated hydrochloric acid is added and the mixture concentrated to dryness. The glassy residue is dissolved in 100 ml of water, made alkaline with excess of 25% aqueous sodium hydroxide and extracted with methylene chlorid... Procedure: To a solution (50 ml) of 4-trifluoromethylbenzohydrazide (3.06 g) and benzaldehyde (1.52 ml) in methanol was added dropwise conc. sulfuric acid (0.5 ml), and this mixture was stirred at room temperature for 1 hr. The reaction mixture was concentrated, and the residue was washed with hexane-ethanol (1:1, volume ratio) and recrystallized from ethanol to give N′-benzylidene-4-trifluoromethylbenzohydrazide (3.23 g, yield 74%) as colorless needle crystals. melting point: 216–217° C. Reaction SMILES: [F:1][C:2]([F:14])([F:13])[C:3]1[CH:12]=[CH:11][C:6]([C:7]([NH:9][NH2:10])=[O:8])=[CH:5][CH:4]=1.[CH:15](=O)[C:16]1[CH:21]=[CH:20][CH:19]=[CH:18][CH:17]=1.S(=O)(=O)(O)O>CO>[CH:15](=[N:10][NH:9][C:7](=[O:8])[C:6]1[CH:11]=[CH:12][C:3]([C:2]([F:13])([F:14])[F:1])=[CH:4][CH:5]=1)[C:16]1[CH:21]=[CH:20][CH:19]=[CH:18][CH:17]=1. Yield: 74.0%. Run at time 1 hour. Reactants: FC(C1=CC=C(C(=O)NN)C=C1)(F)F (4-trifluoromethylbenzohydrazide), C(C1=CC=CC=C1)=O (benzaldehyde), S(O)(O)(=O)=O (sulfuric acid). Solvent: CO (methanol). The product is C(C1=CC=CC=C1)=NNC(C1=CC=C(C=C1)C(F)(F)F)=O (N′-benzylidene-4-trifluoromethylbenzohydrazide). Reactants: COC=1C=C(CC2N(CCCC3=C2C=C(C(=C3)OC)OC)C(C(=O)O)C3=CC=CC=C3)C=CC1OC ([1-(3,4-dimethoxy-benzyl)-7,8-dimethoxy-1,3,4,5-tetrahydro-benzo[c]azepin-2-yl]-phenyl-acetic acid), CSCCN (2-(methylthio)-ethylamine). The product is COC=1C=C(CC2N(CCCC3=C2C=C(C(=C3)OC)OC)C(C(=O)NCCSC)C3=CC=CC=C3)C=CC1OC (2-[1-(3,4-Dimethoxy-benzyl)-7,8-dimethoxy-1,3,4,5-tetrahydro-benzo[c]azepin-2-yl]-N-(2-methylsulfanyl-ethyl)-2-phenyl-acetamide). As a reaction SMILES: [CH3:1][O:2][C:3]1[CH:4]=[C:5]([CH:32]=[CH:33][C:34]=1[O:35][CH3:36])[CH2:6][CH:7]1[C:13]2[CH:14]=[C:15]([O:20][CH3:21])[C:16]([O:18][CH3:19])=[CH:17][C:12]=2[CH2:11][CH2:10][CH2:9][N:8]1[CH:22]([C:26]1[CH:31]=[CH:30][CH:29]=[CH:28][CH:27]=1)[C:23](O)=[O:24].[CH3:37][S:38][CH2:39][CH2:40][NH2:41]>>[CH3:1][O:2][C:3]1[CH:4]=[C:5]([CH:32]=[CH:33][C:34]=1[O:35][CH3:36])[CH2:6][CH:7]1[C:13]2[CH:14]=[C:15]([O:20][CH3:21])[C:16]([O:18][CH3:19])=[CH:17][C:12]=2[CH2:11][CH2:10][CH2:9][N:8]1[CH:22]([C:26]1[CH:31]=[CH:30][CH:29]=[CH:28][CH:27]=1)[C:23]([NH:41][CH2:40][CH2:39][S:38][CH3:37])=[O:24]. Procedure: prepared by reaction of [1-(3,4-dimethoxy-benzyl)-7,8-dimethoxy-1,3,4,5-tetrahydro-benzo[c]azepin-2-yl]-phenyl-acetic acid with 2-(methylthio)-ethylamine. Starting materials: C1(CCC(CC1)CO)CO (1,4-cyclohexanedimethanol), S(O)(O)(=O)=O (sulfuric acid), CCOCC (ether), C1(CC1)C(=O)Cl (cyclopropanecarboxylic acid chloride). Run in N1=CC=CC=C1 (pyridine), CCCCC (pentane), O (water). Reaction conditions: time 1 hour. Yields the product C1(CC1)C(=O)O.C1(CC1)C(=O)O.C=C1CCC(CC1)=C (1,4-dimethylenecyclohexane bis(cyclopropanecarboxylate)). As a reaction SMILES: [CH:1]1([CH2:9][OH:10])[CH2:6][CH2:5][CH:4]([CH2:7][OH:8])[CH2:3][CH2:2]1.CC[O:13]CC.[CH:16]1([C:19](Cl)=[O:20])[CH2:18][CH2:17]1.S(=O)(=O)(O)O>CCCCC.O.N1C=CC=CC=1>[CH:1]1([C:9]([OH:10])=[O:13])[CH2:6][CH2:5]1.[CH:16]1([C:19]([OH:20])=[O:8])[CH2:18][CH2:17]1.[CH2:9]=[C:1]1[CH2:6][CH2:5][C:4](=[CH2:7])[CH2:3][CH2:2]1 |f:7.8.9|. Procedure details: To a solution of 2.88 g. of 1,4-cyclohexanedimethanol in 100 ml. ether is added 5.3 g, of cyclopropanecarboxylic acid chloride. Upon the addition of 4.8 g. of pyridine, a precipitate forms immediately, accompanied by the evolution of a small amount of heat. The reaction mixture is stirred for one hour, water and pentane are added, the mixture is acidified with 3 N sulfuric acid, the organic phase is separated and then washed with water, potassium carbonate, saturated aqueous copper sulfate, wate...